This data is from the Open Reaction Database (ORD), a public repository of structured organic reaction records. The task is: describe an organic reaction: reactants, conditions, products, and yield Starting materials: C(C)(C)(C)C1=C(O)C=CC(=C1)O (t-butylhydroquinone), ClCCC[SiH2]C=C(C)C (chloropropyldimethylvinylsilane). Run in CCOCC (ether). The product is C(C)(C)(C)C1=C(C=CC(=C1)OCCC[SiH2]C=C(C)C)O (2-t-butyl-4-(3'-dimethylvinylsilylpropoxy)phenol). As a reaction SMILES: [C:1]([C:5]1[CH:11]=[C:10]([OH:12])[CH:9]=[CH:8][C:6]=1[OH:7])([CH3:4])([CH3:3])[CH3:2].Cl[CH2:14][CH2:15][CH2:16][SiH2:17][CH:18]=[C:19]([CH3:21])[CH3:20]>CCOCC>[C:1]([C:5]1[CH:11]=[C:10]([O:12][CH2:14][CH2:15][CH2:16][SiH2:17][CH:18]=[C:19]([CH3:21])[CH3:20])[CH:9]=[CH:8][C:6]=1[OH:7])([CH3:4])([CH3:2])[CH3:3]. Procedure details: In the first reaction shown, t-butylhydroquinone is reacted with chloropropyldimethylvinylsilane in a conventional Williamson ether synthesis to form 2-t-butyl-4-(3'-dimethylvinylsilylpropoxy)phenol (I). Starting materials: CCCCc1nc(CO)c(C(=O)NC)n1Cc1ccc(-c2ccccc2C(=O)OC(C)(C)C)cc1, Cl. The product is CCCCc1nc(CO)c(C(=O)NC)n1Cc1ccc(-c2ccccc2C(=O)O)cc1. Reaction SMILES: [CH3:1][NH:2][C:3](=[O:4])[c:5]1[c:6]([CH2:34][OH:35])[n:7][c:8]([CH2:30][CH2:31][CH2:32][CH3:33])[n:9]1[CH2:10][c:11]1[cH:12][cH:13][c:14](-[c:17]2[c:18]([C:23](=[O:24])[O:25][C:26]([CH3:27])([CH3:28])[CH3:29])[cH:19][cH:20][cH:21][cH:22]2)[cH:15][cH:16]1.[ClH:36]>>[CH3:1][NH:2][C:3](=[O:4])[c:5]1[c:6]([CH2:34][OH:35])[n:7][c:8]([CH2:30][CH2:31][CH2:32][CH3:33])[n:9]1[CH2:10][c:11]1[cH:12][cH:13][c:14](-[c:17]2[c:18]([C:23](=[O:24])[OH:25])[cH:19][cH:20][cH:21][cH:22]2)[cH:15][cH:16]1. Reactants: CC(C)=O, O=C(Cl)CCCl, Nc1ccc(C(=O)CCC(=O)O)cc1. The product is O=C(O)CCC(=O)c1ccc(NC(=O)CCCl)cc1. RXN SMILES: [CH3:21][C:22](=[O:23])[CH3:24].[Cl:15][CH2:16][CH2:17][C:18](=[O:19])[Cl:20].[NH2:1][c:2]1[cH:3][cH:4][c:5]([C:6](=[O:7])[CH2:8][CH2:9][C:10](=[O:11])[OH:12])[cH:13][cH:14]1>>[NH:1]([c:2]1[cH:3][cH:4][c:5]([C:6](=[O:7])[CH2:8][CH2:9][C:10](=[O:11])[OH:12])[cH:13][cH:14]1)[C:18]([CH2:17][CH2:16][Cl:15])=[O:19]. The reactants are CC(C)(C)[Si](C)(C)Cl, NCCO, CN(C)C=O, O, c1c[nH]cn1. Yields the product CC(C)(C)[Si](C)(C)OCCN. RXN SMILES: [C:10]([CH3:11])([CH3:12])([CH3:13])[Si:14]([CH3:15])([CH3:16])[Cl:17].[NH2:1][CH2:2][CH2:3][OH:4].[O:18]=[CH:19][N:20]([CH3:21])[CH3:22].[OH2:23].[nH:5]1[cH:6][cH:7][n:8][cH:9]1>>[NH2:1][CH2:2][CH2:3][O:4][Si:14]([C:10]([CH3:11])([CH3:12])[CH3:13])([CH3:15])[CH3:16]. Reactants: C(Cl)Cl (CH2Cl2), BrC1=C(C(=O)O)C=C(C=C1)S(=O)(=O)CC (2-bromo-5-(ethylsulfonyl)benzoic acid), N (ammonia), C(=O)(N1C=NC=C1)N1C=NC=C1 (carbonyldiimidazole). Solvent: C1CCOC1 (THF). Run at time 10 minute. Yields the product BrC1=C(C(=O)N)C=C(C=C1)S(=O)(=O)CC (2-Bromo-5-(ethylsulfonyl)benzamide). Isolated yield 28.0%. RXN SMILES: [Br:1][C:2]1[CH:10]=[CH:9][C:8]([S:11]([CH2:14][CH3:15])(=[O:13])=[O:12])=[CH:7][C:3]=1[C:4](O)=[O:5].C(N1C=CN=C1)([N:18]1C=CN=C1)=O.N.C(Cl)Cl>C1COCC1>[Br:1][C:2]1[CH:10]=[CH:9][C:8]([S:11]([CH2:14][CH3:15])(=[O:13])=[O:12])=[CH:7][C:3]=1[C:4]([NH2:18])=[O:5]. Procedure details: To 2-bromo-5-(ethylsulfonyl)benzoic acid (Preparation 73, 8.10 g, 27.6 mmol) dissolved in THF (200 mL) was added carbonyldiimidazole (8.72 g, 41.4 mmol). The reaction was left to stir for 5 minutes under nitrogen before ammonia was bubbled through the solution. A temperature rise from 22° C. to 41° C. was observed over 10 minutes. The temperature then started to fall, reaching 35° C. after 5 minutes, after which the flow of ammonia was stopped. The reaction mixture was left to stand as a saturat... Starting materials: FC(C1=CC(=NC=2N1N=CC2C(=O)O)C2=CC=C(C=C2)C(F)(F)F)F (7-difluoromethyl-5-(4-trifluoromethyl-phenyl)-pyrazolo[1,5-a]pyrimidine-3-carboxylic acid), ONC(C1=CC(=CC=C1)S(N)(=O)=O)=N (N-hydroxy-3-sulfamoyl-benzamidine). Product: FC(C1=CC(=NC=2N1N=CC2C2=NC(=NO2)C=2C=C(C=CC2)S(=O)(=O)N)C2=CC=C(C=C2)C(F)(F)F)F (3-{5-[7-Difluoromethyl-5-(4-trifluoromethyl-phenyl)-pyrazolo[1,5-a]pyrimidin-3-yl]-[1,2,4]oxadiazol-3-yl}-benzenesulfonamide). RXN SMILES: [F:1][CH:2]([F:25])[C:3]1[N:8]2[N:9]=[CH:10][C:11]([C:12]([OH:14])=O)=[C:7]2[N:6]=[C:5]([C:15]2[CH:20]=[CH:19][C:18]([C:21]([F:24])([F:23])[F:22])=[CH:17][CH:16]=2)[CH:4]=1.O[NH:27][C:28](=[NH:39])[C:29]1[CH:34]=[CH:33][CH:32]=[C:31]([S:35](=[O:38])(=[O:37])[NH2:36])[CH:30]=1>>[F:25][CH:2]([F:1])[C:3]1[N:8]2[N:9]=[CH:10][C:11]([C:12]3[O:14][N:39]=[C:28]([C:29]4[CH:30]=[C:31]([S:35]([NH2:36])(=[O:37])=[O:38])[CH:32]=[CH:33][CH:34]=4)[N:27]=3)=[C:7]2[N:6]=[C:5]([C:15]2[CH:20]=[CH:19][C:18]([C:21]([F:23])([F:24])[F:22])=[CH:17][CH:16]=2)[CH:4]=1. Procedure: The title compound was prepared from 7-difluoromethyl-5-(4-trifluoromethyl-phenyl)-pyrazolo[1,5-a]pyrimidine-3-carboxylic acid (example C.1) (179 mg, 0.5 mmol) and N-hydroxy-3-sulfamoyl-benzamidine [CAS-No. 9000-88-7] (161 mg, 0.75 mmol) according to general procedure II. Obtained after purification by column chromatography (dichloromethane/MeOH/NH4OH) and crystallization (ethyl acetate/hexane) as a yellow solid (198 mg, 74%). MS (ISN) 535.3 [(M−H)−]; mp 267° C.